From a dataset of the Open Reaction Database (ORD), a public repository of structured organic reaction records. describe an organic reaction: reactants, conditions, products, and yield Starting materials: O=C1[C@H]2N(C3=C(N1)C=C(C=N3)CN3CCN(CC3)C3=CC=C(C(=O)O)C=C3)CCCC2 ((S)-4-(4-((6-oxo-6,6a,7,8,9,10-hexahydro-5H-dipyrido[1,2-a:3′,2′-e]pyrazin-3-yl)methyl)piperazin-1-yl)benzoic acid), O=C1[C@H]2N(C3=C(N1)C=C(C=N3)CN3CCN(CC3)C3=NC=C(C(=O)OCC)C=C3)CCCC2 ((S)-ethyl 6-(4-((6-oxo-6,6a,7,8,9,10-hexahydro-5H-dipyrido[1,2-a:3′,2′-e]pyrazin-3-yl)methyl)piperazin-1-yl)nicotinate). Yields the product O=C1[C@H]2N(C3=C(N1)C=C(C=N3)CN3CCN(CC3)C3=NC=C(C(=O)O)C=C3)CCCC2 ((S)-6-(4-((6-oxo-6,6a,7,8,9,10-hexahydro-5H-dipyrido[1,2-a:3′,2′-e]pyrazin-3-yl)methyl)piperazin-1-yl)nicotinic acid). Reaction SMILES: O=C1NC2C=C(CN3CCN(C4C=CC(C(O)=O)=CC=4)CC3)C=NC=2N2CCCC[C@@H]12.[O:32]=[C:33]1[NH:38][C:37]2[CH:39]=[C:40]([CH2:43][N:44]3[CH2:49][CH2:48][N:47]([C:50]4[CH:60]=[CH:59][C:53]([C:54]([O:56]CC)=[O:55])=[CH:52][N:51]=4)[CH2:46][CH2:45]3)[CH:41]=[N:42][C:36]=2[N:35]2[CH2:61][CH2:62][CH2:63][CH2:64][C@@H:34]12>>[O:32]=[C:33]1[NH:38][C:37]2[CH:39]=[C:40]([CH2:43][N:44]3[CH2:45][CH2:46][N:47]([C:50]4[CH:60]=[CH:59][C:53]([C:54]([OH:56])=[O:55])=[CH:52][N:51]=4)[CH2:48][CH2:49]3)[CH:41]=[N:42][C:36]=2[N:35]2[CH2:61][CH2:62][CH2:63][CH2:64][C@@H:34]12. Reported procedure: Compound 76B was prepared using a procedure analogous to that described in connection with Compound 73B except that (S)-ethyl 6-(4-((6-oxo-6,6a,7,8,9,10-hexahydro-5H-dipyrido[1,2-a:3′,2′-e]pyrazin-3-yl)methyl)piperazin-1-yl)nicotinate was used instead of (S)-ethyl 4-(4-((6-oxo-6,6a,7,8,9,10-hexahydro-5H-dipyrido[1,2-a:3′,2′-e]pyrazin-3-yl)methyl)piperazin-1-yl)benzoate to yield the title compound as a white solid. [M+H] calc'd for C22H26N6O3, 423. found, 423. Starting materials: CC(=O)Oc1cn(C(C)=O)c2ncccc12, CC(=O)[O-], CO, [Na]. Product: CC(=O)n1cc(O)c2cccnc21. RXN SMILES: [C:1]([CH3:2])(=[O:3])[n:4]1[cH:5][c:6]([O:13][C:14](=[O:15])[CH3:16])[c:7]2[c:8]1[n:9][cH:10][cH:11][cH:12]2.[CH3:17][C:18](=[O:19])[O-:20].[CH3:22][OH:23].[Na:21]>>[C:1]([CH3:2])(=[O:3])[n:4]1[cH:5][c:6]([OH:13])[c:7]2[c:8]1[n:9][cH:10][cH:11][cH:12]2.